Dataset: the Open Reaction Database (ORD), a public repository of structured organic reaction records. Task: describe an organic reaction: reactants, conditions, products, and yield The reagents and catalysts are [C].[Pd] (palladium-carbon). Solvent: O1CCCC1 (tetrahydrofuran), CO (methanol). Isolated yield 96.4%. Product: C1OC2=CC=C(C(=C2O1)C=1C(=CC(=C(C1)O)OC)C(=O)OC)C(=O)OC (dimethyl 5,6-methylenedioxy-4'-methoxy-5'-hydroxy-2,2'-biphenyl-dicarboxylate). RXN SMILES: [CH2:1]1[O:9][C:8]2[C:3](=[CH:4][CH:5]=[C:6]([C:31]([O:33][CH3:34])=[O:32])[C:7]=2[C:10]2[C:11]([C:27]([O:29][CH3:30])=[O:28])=[CH:12][C:13]([O:25][CH3:26])=[C:14]([O:16]C(=O)C3C=CC=CC=3)[CH:15]=2)[O:2]1.[H][H]>O1CCCC1.CO.[C].[Pd]>[CH2:1]1[O:9][C:8]2[C:3](=[CH:4][CH:5]=[C:6]([C:31]([O:33][CH3:34])=[O:32])[C:7]=2[C:10]2[C:11]([C:27]([O:29][CH3:30])=[O:28])=[CH:12][C:13]([O:25][CH3:26])=[C:14]([OH:16])[CH:15]=2)[O:2]1 |f:4.5|. Starting materials: C1OC2=CC=C(C(=C2O1)C=1C(=CC(=C(C1)OC(C1=CC=CC=C1)=O)OC)C(=O)OC)C(=O)OC (Dimethyl 5,6-methylenedioxy-4'-methoxy-5'-benzoyloxy-2,2'-biphenyldicarboxylate), [H][H] (hydrogen). Procedure: Dimethyl 5,6-methylenedioxy-4'-methoxy-5'-benzoyloxy-2,2'-biphenyldicarboxylate (1.15 g) is dissolved in tetrahydrofuran (50 ml) and methanol (50 ml), and the solution is stirred under 40 psi hydrogen gas atmosphere in the presence of palladium-carbon (0.2 g) for 16 hours. After the reaction, the catalyst is filtered off, and the filtrate is evaporated into dryness under reduced pressure. The residue is treated with methanol to give dimethyl 5,6-methylenedioxy-4'-methoxy-5'-hydroxy-2,2'-biphenyl... The reactants are CC(C)(C)OC(=O)N1CCC(O)(c2ccccc2C(F)(F)F)CC1, O=S(Cl)Cl, c1ccncc1. Product: CC(C)(C)OC(=O)N1CC=C(c2ccccc2C(F)(F)F)CC1. Reaction SMILES: [OH:1][C:2]1([c:15]2[c:16]([C:21]([F:22])([F:23])[F:24])[cH:17][cH:18][cH:19][cH:20]2)[CH2:3][CH2:4][N:5]([C:8](=[O:9])[O:10][C:11]([CH3:12])([CH3:13])[CH3:14])[CH2:6][CH2:7]1.[S:25]([Cl:26])([Cl:27])=[O:28].[cH:29]1[cH:30][cH:31][n:32][cH:33][cH:34]1>>[C:2]1([c:15]2[c:16]([C:21]([F:22])([F:23])[F:24])[cH:17][cH:18][cH:19][cH:20]2)=[CH:3][CH2:4][N:5]([C:8](=[O:9])[O:10][C:11]([CH3:12])([CH3:13])[CH3:14])[CH2:6][CH2:7]1. The reactants are CN(C)Cc1ccc(CO)o1, Cl, Nc1cccc2c1C(NCCS)=NS2(=O)=O. The product is CN(C)Cc1ccc(CSCCNC2=NS(=O)(=O)c3cccc(N)c32)o1. RXN SMILES: [CH3:17][N:18]([CH3:19])[CH2:20][c:21]1[cH:22][cH:23][c:24]([CH2:26][OH:27])[o:25]1.[ClH:28].[SH:1][CH2:2][CH2:3][NH:4][C:5]1=[N:6][S:7](=[O:15])(=[O:16])[c:8]2[c:9]1[c:10]([NH2:14])[cH:11][cH:12][cH:13]2>>[S:1]([CH2:2][CH2:3][NH:4][C:5]1=[N:6][S:7](=[O:15])(=[O:16])[c:8]2[c:9]1[c:10]([NH2:14])[cH:11][cH:12][cH:13]2)[CH2:26][c:24]1[cH:23][cH:22][c:21]([CH2:20][N:18]([CH3:17])[CH3:19])[o:25]1.